From a dataset of the Open Reaction Database (ORD), a public repository of structured organic reaction records. describe an organic reaction: reactants, conditions, products, and yield The reactants are O=C1CCC(=O)N1Br, O=C(OOC(=O)c1ccccc1)c1ccccc1, COc1cccc(Cl)c1C, ClC(Cl)(Cl)Cl. The product is COc1cccc(Cl)c1CBr. RXN SMILES: [Br:29][N:30]1[C:31](=[O:32])[CH2:33][CH2:34][C:35]1=[O:36].[C:11]([O:12][O:13][C:14](=[O:15])[c:16]1[cH:17][cH:18][cH:19][cH:20][cH:21]1)(=[O:22])[c:23]1[cH:24][cH:25][cH:26][cH:27][cH:28]1.[Cl:1][c:2]1[c:3]([CH3:10])[c:4]([O:8][CH3:9])[cH:5][cH:6][cH:7]1.[Cl:37][C:38]([Cl:39])([Cl:40])[Cl:41]>>[Cl:1][c:2]1[c:3]([CH2:10][Br:29])[c:4]([O:8][CH3:9])[cH:5][cH:6][cH:7]1. Starting materials: COC=1C=C(C=CC1)[C@@H]1[C@H](NC(O1)=O)C1=CC(=CC=C1)C#CC1=CC=CC=C1 ((+)-(4R,5R)-5-(3-methoxyphenyl)-4-(3-(phenylethynyl)phenyl)oxazolidin-2-one), BrC1=CC=CC(=N1)[C@H]1NC(O[C@@H]1C1=CC(=CC=C1)OC)=O ((4R,5R)-4-(6-bromopyridin-2-yl)-5-(3-methoxyphenyl)oxazolidin-2-one), C(#C)C1=CC(=CC=C1)F (1-ethynyl-3-fluorobenzene). Yields the product FC=1C=C(C=CC1)C#CC1=CC=CC(=N1)[C@H]1NC(O[C@@H]1C1=CC(=CC=C1)OC)=O ((4R,5R)-4-(6-((3-Fluorophenyl)ethynyl)pyridin-2-yl)-5-(3-methoxyphenyl)oxazolidin-2-one). RXN SMILES: COC1C=C([C@H]2OC(=O)N[C@@H]2C2C=CC=C(C#CC3C=CC=CC=3)C=2)C=CC=1.Br[C:30]1[N:35]=[C:34]([C@@H:36]2[C@@H:40]([C:41]3[CH:46]=[CH:45][CH:44]=[C:43]([O:47][CH3:48])[CH:42]=3)[O:39][C:38](=[O:49])[NH:37]2)[CH:33]=[CH:32][CH:31]=1.[C:50]([C:52]1[CH:57]=[CH:56][CH:55]=[C:54]([F:58])[CH:53]=1)#[CH:51]>>[F:58][C:54]1[CH:53]=[C:52]([C:50]#[C:51][C:30]2[N:35]=[C:34]([C@@H:36]3[C@@H:40]([C:41]4[CH:46]=[CH:45][CH:44]=[C:43]([O:47][CH3:48])[CH:42]=4)[O:39][C:38](=[O:49])[NH:37]3)[CH:33]=[CH:32][CH:31]=2)[CH:57]=[CH:56][CH:55]=1. Reported procedure: Prepared according to the same procedure as (+)-(4R,5R)-5-(3-methoxyphenyl)-4-(3-(phenylethynyl)phenyl)oxazolidin-2-one, starting with optically-enriched (4R,5R)-4-(6-bromopyridin-2-yl)-5-(3-methoxyphenyl)oxazolidin-2-one and 1-ethynyl-3-fluorobenzene. 1H-NMR (CDCl3, 500 MHz) δ 7.81 (d, J=7.9, 7.6, 1H), 7.57 (dd, J=7.9, 0.6, 1H), 7.30-7.45 (M, 5H), 7.13 (m, 1H), 7.04 (m, 2H), 6.95 (m, 1H), 6.00 (bs, 1H), 5.62 (d, J=6.1, 1H), 4.97 (dd, J=5.8, 0.6, 1H), 3.86 (s, 3H). 13C-NMR (CDCl3, 126 MHz) δ 162... Reactants: BrCc1ccccc1, CCc1cc(CC(NC(=O)N2CCC(N3Cc4ccccc4NC3=O)CC2)c2nnn[nH]2)cc2c(C)n[nH]c12, CS(C)=O, [Na+], [Na+], O=C([O-])[O-], O. The product is CCc1cc(CC(NC(=O)N2CCC(N3Cc4ccccc4NC3=O)CC2)c2nnnn2Cc2ccccc2)cc2c(C)n[nH]c12. Reaction SMILES: [Br:46][CH2:47][c:48]1[cH:49][cH:50][cH:51][cH:52][cH:53]1.[CH2:1]([CH3:2])[c:3]1[cH:4][c:5]([CH2:13][CH:14]([c:15]2[n:16][n:17][n:18][nH:19]2)[NH:20][C:21](=[O:22])[N:23]2[CH2:24][CH2:25][CH:26]([N:29]3[C:30](=[O:39])[NH:31][c:32]4[cH:33][cH:34][cH:35][cH:36][c:37]4[CH2:38]3)[CH2:27][CH2:28]2)[cH:6][c:7]2[c:8]([CH3:12])[n:9][nH:10][c:11]12.[CH3:54][S:55]([CH3:56])=[O:57].[Na+:40].[Na+:41].[O-:42][C:43](=[O:44])[O-:45].[OH2:58]>>[CH2:1]([CH3:2])[c:3]1[cH:4][c:5]([CH2:13][CH:14]([c:15]2[n:16][n:17][n:18][n:19]2[CH2:47][c:48]2[cH:49][cH:50][cH:51][cH:52][cH:53]2)[NH:20][C:21](=[O:22])[N:23]2[CH2:24][CH2:25][CH:26]([N:29]3[C:30](=[O:39])[NH:31][c:32]4[cH:33][cH:34][cH:35][cH:36][c:37]4[CH2:38]3)[CH2:27][CH2:28]2)[cH:6][c:7]2[c:8]([CH3:12])[n:9][nH:10][c:11]12. The reactants are S(O)(O)(=O)=O (sulphuric acid), C(CC(=O)C)(=O)OC(C)(C)C (tert-butyl acetoacetate), FC1=C(C(=C(C=C1)[N+](=O)[O-])F)F (trifluoronitrobenzene), CCC(C)(C)[O-].[Na+] (sodium tert-pentoxide). The solvent is C1(=CC=CC=C1)C (toluene). Run at temperature 40 celsius. Product: FC1=C(C(=CC=C1F)[N+](=O)[O-])C(C(=O)OC(C)(C)C)C(C)=O (tert-butyl 2-(2,3-difluoro-6-nitrophenyl)-3-oxobutanoate). RXN SMILES: CCC([O-])(C)C.[Na+].[C:8]([O:14][C:15]([CH3:18])([CH3:17])[CH3:16])(=[O:13])[CH2:9][C:10]([CH3:12])=[O:11].[F:19][C:20]1[CH:25]=[CH:24][C:23]([N+:26]([O-:28])=[O:27])=[C:22](F)[C:21]=1[F:30].S(=O)(=O)(O)O>C1(C)C=CC=CC=1>[F:30][C:21]1[C:20]([F:19])=[CH:25][CH:24]=[C:23]([N+:26]([O-:28])=[O:27])[C:22]=1[CH:9]([C:10](=[O:11])[CH3:12])[C:8]([O:14][C:15]([CH3:18])([CH3:17])[CH3:16])=[O:13] |f:0.1|. Procedure details: To toluene (810 l) was charged sodium tert-pentoxide (91 kg, 2.3 eq). The mixture was heated to 40° C. and tert-butyl acetoacetate (124.3 kg, 2.2 eq) added. The mixture was heated to 70° C. and trifluoronitrobenzene (63.1 kg, 1.0 eq) added. The temperature was maintained at 70° C. for 3 hours. The mixture was cooled to 25° C. and 20% w/w sulphuric acid added to adjust the pH to 5. The lower aqueous layer was discarded and the organic layer washed twice with water (2×227 kg of water), with 2.3% w... Yields the product CCSCC1OC(n2cnc3c(=O)[nH]c(N)nc32)C(O)C1O. RXN SMILES: [CH2:1]([CH3:2])[SH:3].[Cl:4][CH2:5][CH:6]1[CH:7]([OH:23])[CH:8]([OH:22])[CH:9]([n:11]2[cH:12][n:13][c:14]3[c:15](=[O:16])[nH:17][c:18]([NH2:19])[n:20][c:21]23)[O:10]1>>[CH2:1]([CH3:2])[S:3][CH2:5][CH:6]1[CH:7]([OH:23])[CH:8]([OH:22])[CH:9]([n:11]2[cH:12][n:13][c:14]3[c:15](=[O:16])[nH:17][c:18]([NH2:19])[n:20][c:21]23)[O:10]1. Starting materials: CCS, Nc1nc2c(ncn2C2OC(CCl)C(O)C2O)c(=O)[nH]1. The reactants are F[C@@]12[C@]3(CCC(C=C3CC[C@H]1[C@@H]1C[C@H]([C@](C(CO)=O)([C@]1(C[C@@H]2O)C)O)OCCOC2OCCCC2)=O)C (9-fluoro-11β,17,21-trihydroxy-16α-[2-(tetrahydropyran-2-yloxy)ethoxy]pregn-4-ene-3,20-dione), 21-acetate. The solvent is C(C)(=O)O (acetic acid), O (water). The product is F[C@@]12[C@]3(CCC(C=C3CC[C@H]1[C@@H]1C[C@H]([C@](C(CO)=O)([C@]1(C[C@@H]2O)C)O)OCCO)=O)C (9-fluoro-11β,17,21-trihydroxy-16α-(2-hydroxyethoxy)pregn-4-ene-3,20-dione). Yield: 65.0%. Reaction SMILES: [F:1][C@:2]12[C@@H:22]([OH:23])[CH2:21][C@@:20]3([CH3:24])[C@@H:12]([CH2:13][C@@H:14]([O:26][CH2:27][CH2:28][O:29]C4CCCCO4)[C@:15]3([OH:25])[C:16](=[O:19])[CH2:17][OH:18])[C@@H:11]1[CH2:10][CH2:9][C:8]1[C@:3]2([CH3:37])[CH2:4][CH2:5][C:6](=[O:36])[CH:7]=1>C(O)(=O)C.O>[F:1][C@:2]12[C@@H:22]([OH:23])[CH2:21][C@@:20]3([CH3:24])[C@@H:12]([CH2:13][C@@H:14]([O:26][CH2:27][CH2:28][OH:29])[C@:15]3([OH:25])[C:16](=[O:19])[CH2:17][OH:18])[C@@H:11]1[CH2:10][CH2:9][C:8]1[C@:3]2([CH3:37])[CH2:4][CH2:5][C:6](=[O:36])[CH:7]=1. Reported procedure: A solution of 4.4 g of 9-fluoro-11β,17,21-trihydroxy-16α-[2-(tetrahydropyran-2-yloxy)ethoxy]pregn-4-ene-3,20-dione, 21-acetate in 60 ml each of acetic acid and water is stirred for 4 hours and the bulk of the solvent removed in vacuo. The residue is dissolved in chloroform and washed with 5% sodium bicarbonate solution. Drying and solvent removal gives an oil which crystallizes from acetone-hexane to give 2.4 g of 9-fluoro-11β,17,21-trihydroxy-16α-(2-hydroxyethoxy)pregn-4-ene-3,20-dione, 21-acet... Reactants: CCN(C(C)C)C(C)C, CN(CC(C)(C)C)c1ncnc(Cl)c1[N+](=O)[O-], CNC(=O)c1ccc(C)c(N)c1, C1COCCO1. Yields the product CNC(=O)c1ccc(C)c(Nc2ncnc(N(C)CC(C)(C)C)c2[N+](=O)[O-])c1. RXN SMILES: [CH:30]([N:31]([CH2:32][CH3:33])[CH:34]([CH3:35])[CH3:36])([CH3:37])[CH3:38].[Cl:1][c:2]1[c:3]([N+:15](=[O:16])[O-:17])[c:4]([N:8]([CH3:9])[CH2:10][C:11]([CH3:12])([CH3:13])[CH3:14])[n:5][cH:6][n:7]1.[NH2:18][c:19]1[cH:20][c:21]([C:22](=[O:23])[NH:24][CH3:25])[cH:26][cH:27][c:28]1[CH3:29].[O:39]1[CH2:40][CH2:41][O:42][CH2:43][CH2:44]1>>[c:2]1([NH:18][c:19]2[cH:20][c:21]([C:22](=[O:23])[NH:24][CH3:25])[cH:26][cH:27][c:28]2[CH3:29])[c:3]([N+:15](=[O:16])[O-:17])[c:4]([N:8]([CH3:9])[CH2:10][C:11]([CH3:12])([CH3:13])[CH3:14])[n:5][cH:6][n:7]1.